From a dataset of the Open Reaction Database (ORD), a public repository of structured organic reaction records. describe an organic reaction: reactants, conditions, products, and yield Reactants: CC(CO)OC(=O)C(Cc1ccc(OCc2ccccc2)c(OCc2ccccc2)c1)NC(=O)OC(C)(C)C, CC(=O)Cl, ClCCl, c1ccncc1. The product is CC(=O)OCC(C)OC(=O)C(Cc1ccc(OCc2ccccc2)c(OCc2ccccc2)c1)NC(=O)OC(C)(C)C. RXN SMILES: [C:5]([CH3:6])([CH3:7])([CH3:8])[O:9][C:10](=[O:11])[NH:12][CH:13]([C:14](=[O:15])[O:16][CH:17]([CH2:18][OH:19])[CH3:20])[CH2:21][c:22]1[cH:23][c:24]([O:36][CH2:37][c:38]2[cH:39][cH:40][cH:41][cH:42][cH:43]2)[c:25]([O:28][CH2:29][c:30]2[cH:31][cH:32][cH:33][cH:34][cH:35]2)[cH:26][cH:27]1.[CH3:1][C:2]([Cl:3])=[O:4].[Cl:50][CH2:51][Cl:52].[cH:44]1[cH:45][cH:46][n:47][cH:48][cH:49]1>>[CH3:1][C:2](=[O:4])[O:19][CH2:18][CH:17]([O:16][C:14]([CH:13]([NH:12][C:10]([O:9][C:5]([CH3:6])([CH3:7])[CH3:8])=[O:11])[CH2:21][c:22]1[cH:23][c:24]([O:36][CH2:37][c:38]2[cH:39][cH:40][cH:41][cH:42][cH:43]2)[c:25]([O:28][CH2:29][c:30]2[cH:31][cH:32][cH:33][cH:34][cH:35]2)[cH:26][cH:27]1)=[O:15])[CH3:20]. Product: N#Cc1cc2c(Oc3ccc(N)cc3)ccnc2cc1OCc1ccccc1. Reactants: N#Cc1cc2c(Oc3ccc([N+](=O)[O-])cc3)ccnc2cc1OCc1ccccc1, CCO, [Cl-], [Fe], [NH4+], O. As a reaction SMILES: [CH2:6]([c:7]1[cH:8][cH:9][cH:10][cH:11][cH:12]1)[O:13][c:14]1[c:15]([C:34]#[N:35])[cH:16][c:17]2[c:18]([O:24][c:25]3[cH:26][cH:27][c:28]([N+:31]([O-:32])=[O:33])[cH:29][cH:30]3)[cH:19][cH:20][n:21][c:22]2[cH:23]1.[CH3:3][CH2:4][OH:5].[Cl-:1].[Fe:36].[NH4+:2].[OH2:37]>>[CH2:6]([c:7]1[cH:8][cH:9][cH:10][cH:11][cH:12]1)[O:13][c:14]1[c:15]([C:34]#[N:35])[cH:16][c:17]2[c:18]([O:24][c:25]3[cH:26][cH:27][c:28]([NH2:31])[cH:29][cH:30]3)[cH:19][cH:20][n:21][c:22]2[cH:23]1.